Dataset: the Open Reaction Database (ORD), a public repository of structured organic reaction records. Task: describe an organic reaction: reactants, conditions, products, and yield The reactants are C(C)(=O)C1=CC(=C(C(=C1OCCNC(OC(C)(C)C)=O)I)C#N)Cl (tert-butyl [2-(6-acetyl-4-chloro-3-cyano-2-iodophenoxy)ethyl]carbamate), CC1(OB(OC1(C)C)C=C)C (4,4,5,5-tetramethyl-2-vinyl-1,3,2-dioxaborolane), ClCCl (dichloromethane), C([O-])([O-])=O.[K+].[K+] (potassium carbonate). The solvent is O1CCOCC1 (1,4-dioxane), O (water). Run at temperature 80 celsius. Product: C(C)(=O)C1=CC(=C(C(=C1OCCNC(OC(C)(C)C)=O)C=C)C#N)Cl (tert-butyl [2-(6-acetyl-4-chloro-3-cyano-2-vinylphenoxy)ethyl]carbamate). RXN SMILES: [C:1]([C:4]1[C:9]([O:10][CH2:11][CH2:12][NH:13][C:14](=[O:20])[O:15][C:16]([CH3:19])([CH3:18])[CH3:17])=[C:8](I)[C:7]([C:22]#[N:23])=[C:6]([Cl:24])[CH:5]=1)(=[O:3])[CH3:2].[CH3:25][C:26]1(C)C(C)(C)OB(C=C)O1.ClCCl.C(=O)([O-])[O-].[K+].[K+]>O1CCOCC1.O>[C:1]([C:4]1[C:9]([O:10][CH2:11][CH2:12][NH:13][C:14](=[O:20])[O:15][C:16]([CH3:19])([CH3:18])[CH3:17])=[C:8]([CH:25]=[CH2:26])[C:7]([C:22]#[N:23])=[C:6]([Cl:24])[CH:5]=1)(=[O:3])[CH3:2] |f:3.4.5|. Reported procedure: A mixture of tert-butyl [2-(6-acetyl-4-chloro-3-cyano-2-iodophenoxy)ethyl]carbamate (3.3 g, 7.1 mmol), 4,4,5,5-tetramethyl-2-vinyl-1,3,2-dioxaborolane (1.81 mL, 10.6 mmol), [1,1′-bis(diphenylphosphino)ferrocene]dichloropalladium(II) complex with dichloromethane (1:1) (0.3 g, 0.4 mmol) and potassium carbonate (2.9 g, 21 mmol) in 1,4-dioxane (40 mL) and water (20 mL) was degassed with nitrogen. The resulting mixture was heated at 80° C. for 1 h. The mixture was poured into water and extracted with...